This data is from the Open Reaction Database (ORD), a public repository of structured organic reaction records. The task is: describe an organic reaction: reactants, conditions, products, and yield Reactants: NC1=CC=C2C(=N1)C(=CN2)C2CCN(CC2)C (5-amino-3-(1-methylpiperidin-4-yl)pyrrolo[3,2-b]pyridine), ClC1=C(SC=C1)C(=O)Cl (3-chloro-2-thiophenecarbonyl chloride). Yields the product ClC1=C(SC=C1)C(=O)NC1=CC=C2C(=N1)C(=CN2)C2CCN(CC2)C (5-(N-[3-chloro-2-thiophenecarbonyl]amino)-3-(1-methylpiperidin-4-yl)pyrrolo[3,2-b]pyridine). The yield is 57.5%. RXN SMILES: [NH2:1][C:2]1[N:7]=[C:6]2[C:8]([CH:11]3[CH2:16][CH2:15][N:14]([CH3:17])[CH2:13][CH2:12]3)=[CH:9][NH:10][C:5]2=[CH:4][CH:3]=1.[Cl:18][C:19]1[CH:23]=[CH:22][S:21][C:20]=1[C:24](Cl)=[O:25]>>[Cl:18][C:19]1[CH:23]=[CH:22][S:21][C:20]=1[C:24]([NH:1][C:2]1[N:7]=[C:6]2[C:8]([CH:11]3[CH2:16][CH2:15][N:14]([CH3:17])[CH2:13][CH2:12]3)=[CH:9][NH:10][C:5]2=[CH:4][CH:3]=1)=[O:25]. Reported procedure: Beginning with 0.30 gm (1.3 mMol) 5-amino-3-(1-methylpiperidin-4-yl)pyrrolo[3,2-b]pyridine and 0.29 gm (1.56 mMol) 3-chloro-2-thiophenecarbonyl chloride, 0.28 gm (57%) of the title compound were prepared as an orange foam essentially by the procedure described in Example 4. Reactants: C(C)OC(=O)C1(CC1)O (ethyl-1-hydroxycyclopropane carboxylate), [H-].[Na+] (sodium hydride), BrC1=C(C(=C(C=C1)O)[N+](=O)[O-])F (4-bromo-2-nitro-fluorophenol), C1COCCOCCOCCOCCO1 (15-crown-5). The solvent is C1CCOC1 (THF). Reaction conditions: time 10 minute. Product: C(C)OC(=O)C1(CC1)OC1=C(C=C(C=C1)Br)[N+](=O)[O-] (1-(4-bromo-2-nitro-phenoxy)-cyclopropanecarboxylic acid ethyl ester). Yield: 51.9%. RXN SMILES: [CH2:1]([O:3][C:4]([C:6]1([OH:9])[CH2:8][CH2:7]1)=[O:5])[CH3:2].[H-].[Na+].C1OCCOCCOCCOCCOC1.[Br:27][C:28]1[CH:33]=[CH:32][C:31](O)=[C:30]([N+:35]([O-:37])=[O:36])[C:29]=1F>C1COCC1>[CH2:1]([O:3][C:4]([C:6]1([O:9][C:31]2[CH:32]=[CH:33][C:28]([Br:27])=[CH:29][C:30]=2[N+:35]([O-:37])=[O:36])[CH2:8][CH2:7]1)=[O:5])[CH3:2] |f:1.2|. Reported procedure: To a stirred solution of ethyl-1-hydroxycyclopropane carboxylate (2.93 g, 20.5 mmol) in THF (50 mL) was added sodium hydride (60% in mineral oil, 981 mg, 24.5 mmol) under argon atmosphere. After 10 min, 15-crown-5 (0.2 mL) followed by 4-bromo-2-nitro-fluorophenol (4.5 g, 20.5 mmol) were added. The reaction mixture was stirred at room temperature overnight then quenched by the addition of methanol (1.5 mL) and diluted with ethyl acetate. The mixture was washed with brine, and the organic layer wa... Starting materials: CCO, CCOCC, [Cl-], CCOC(=O)CC1c2cc(C(F)(F)F)ccc2C(=O)N1CC(C)C, NC(N)=[NH2+], [Na]. The product is CC(C)CN1C(=O)c2ccc(C(F)(F)F)cc2C1CC(=O)NC(=N)N. RXN SMILES: [CH3:31][CH2:32][OH:33].[CH3:34][CH2:35][O:36][CH2:37][CH3:38].[Cl-:2].[F:7][C:8]([c:9]1[cH:10][cH:11][c:12]2[c:16]([cH:17]1)[CH:15]([CH2:18][C:19](=[O:20])[O:21][CH2:22][CH3:23])[N:14]([CH2:24][CH:25]([CH3:26])[CH3:27])[C:13]2=[O:28])([F:29])[F:30].[NH2:3][C:4]([NH2:5])=[NH2+:6].[Na:1]>>[NH:3]=[C:4]([NH2:5])[NH:6][C:19]([CH2:18][CH:15]1[N:14]([CH2:24][CH:25]([CH3:26])[CH3:27])[C:13](=[O:28])[c:12]2[cH:11][cH:10][c:9]([C:8]([F:7])([F:29])[F:30])[cH:17][c:16]21)=[O:20]. The reactants are O=C([O-])[O-], CCc1cn(N)c2ncc(F)cc12, Cc1nc(-c2nccs2)ncc1C(=O)O, [Na+], [Na+], CN(C)C=O. The product is CCc1cn(NC(=O)c2cnc(-c3nccs3)nc2C)c2ncc(F)cc12. RXN SMILES: [C:34](=[O:35])([O-:36])[O-:37].[CH2:16]([CH3:17])[c:18]1[cH:19][n:20]([NH2:28])[c:21]2[n:22][cH:23][c:24]([F:27])[cH:25][c:26]12.[CH3:1][c:2]1[n:3][c:4](-[c:11]2[s:12][cH:13][cH:14][n:15]2)[n:5][cH:6][c:7]1[C:8](=[O:9])[OH:10].[Na+:38].[Na+:39].[O:29]=[CH:30][N:31]([CH3:32])[CH3:33]>>[CH3:1][c:2]1[n:3][c:4](-[c:11]2[s:12][cH:13][cH:14][n:15]2)[n:5][cH:6][c:7]1[C:8](=[O:10])[NH:28][n:20]1[cH:19][c:18]([CH2:16][CH3:17])[c:26]2[c:21]1[n:22][cH:23][c:24]([F:27])[cH:25]2. The reactants are [Li]CCCC, C1CCOC1, ICCCCI, O=C1Cc2ccccc2N1, O. Product: O=C1Nc2ccccc2C12CCCC2. As a reaction SMILES: [CH2:11]([CH2:12][CH2:13][CH3:14])[Li:15].[CH2:23]1[O:24][CH2:25][CH2:26][CH2:27]1.[I:16][CH2:17][CH2:18][CH2:19][CH2:20][I:21].[NH:1]1[C:2](=[O:10])[CH2:3][c:4]2[cH:5][cH:6][cH:7][cH:8][c:9]21.[OH2:22]>>[NH:1]1[C:2](=[O:10])[C:3]2([c:4]3[cH:5][cH:6][cH:7][cH:8][c:9]31)[CH2:11][CH2:12][CH2:13][CH2:14]2.